describe an organic reaction: reactants, conditions, products, and yield From a dataset of the Open Reaction Database (ORD), a public repository of structured organic reaction records. Reaction SMILES: [CH3:1][O:2][CH2:3][CH2:4][O:5][CH2:6][O:7][C@@H:8]1[CH2:14][CH:13]=[CH:12][CH2:11][O:10][CH2:9]1>CCOC(C)=O.[Pd]>[CH3:1][O:2][CH2:3][CH2:4][O:5][CH2:6][O:7][C@@H:8]1[CH2:14][CH2:13][CH2:12][CH2:11][O:10][CH2:9]1. Isolated yield 92.3%. The reactants are COCCOCO[C@H]1COC\C=C/C1 ((R,Z)-3-[(2-Methoxyethoxy)methoxy]-2,3,4,7-tetrahydrooxepine). Procedure: A mixture of 12 (90 mg, 0.44 mmol) and a catalytic amount of 10% Pd/C in EtOAc (3 mL) was stirred at 23° C. under a hydrogen atmosphere for 3 h. After this time, the catalyst was filtered off through a pad of Celite and the filtrate was concentrated under reduced pressure to afford (R)-3-[(2-methoxyethoxy)methoxy]oxepane (83 mg, 92%) as a colourless oil: 1H NMR (CDCl3) δ 4.70 (d, J=7.2 Hz, 1H), 4.67 (d, J=7.2 Hz, 1H), 3.83-3.58 (m, 7H), 3.50 (t, J=4.6 Hz, 2H), 3.34 (s, 3H), 1.72-1.67 (m, 1H), 1.... The reagents and catalysts are [Pd] (Pd/C). The product is COCCOCO[C@H]1COCCCC1 ((R)-3-[(2-methoxyethoxy)methoxy]oxepane). Run in CCOC(=O)C (EtOAc). Reactants: ClC1=C(NC2=C(C=CC=C2)C(C(=O)OC)=O)C(=CC=C1)Cl (methyl 2-(2,6-dichloroanilino)phenylglyoxylate), [BH4-].[Na+] (sodium borohydride), Cl (hydrochloric acid). Solvent: O (water), C(C)O (ethanol). Conditions: temperature 0 celsius, time 2 hour. Product: ClC1=C(NC2=C(C=CC=C2)C(C(=O)OC)O)C(=CC=C1)Cl (methyl 2-(2,6-dichloroanilino)phenylglycolate). Isolated yield 94.8%. Reaction SMILES: [Cl:1][C:2]1[CH:20]=[CH:19][CH:18]=[C:17]([Cl:21])[C:3]=1[NH:4][C:5]1[CH:10]=[CH:9][CH:8]=[CH:7][C:6]=1[C:11](=[O:16])[C:12]([O:14][CH3:15])=[O:13].[BH4-].[Na+].Cl>C(O)C.O>[Cl:1][C:2]1[CH:20]=[CH:19][CH:18]=[C:17]([Cl:21])[C:3]=1[NH:4][C:5]1[CH:10]=[CH:9][CH:8]=[CH:7][C:6]=1[CH:11]([OH:16])[C:12]([O:14][CH3:15])=[O:13] |f:1.2|. Reported procedure: To a solution of 6.5 g of methyl 2-(2,6-dichloroanilino)phenylglyoxylate in 130 ml of ethanol was added 0.5 g of sodium borohydride while cooling at -15° to -20° C., and the mixture was stirred at 0° C. for 2 hours and then at room temperature for further 1 hour. Thereafter, the reaction mixture was mixed with diluted hydrochloric acid for decomposition, diluted with 500 ml of water and extracted with ether. The ether extract was washed with water, dried over anhydrous sodium sulfate and then co... Reactants: Cl.ClCC=1C=NC=CC1 (3-chloromethyl-pyridine HCl salt), [H-].[Na+] (NaH), oil, C(C)(C)(C)OC(=O)N1C[C@@H](CC1)O ((R)-3-Hydroxy-pyrrolidine-1-carboxylic acid tert-butyl ester). Solvent: C1CCOC1 (THF). Run at temperature 40 celsius, time 15 minute. Yields the product C(C)(C)(C)OC(=O)N1C[C@@H](CC1)OCC=1C=NC=CC1 ((R)-3-(Pyridin-3-ylmethoxy)-pyrrolidine-1-carboxylic acid tert-butyl ester). As a reaction SMILES: [H-].[Na+].[C:3]([O:7][C:8]([N:10]1[CH2:14][CH2:13][C@@H:12]([OH:15])[CH2:11]1)=[O:9])([CH3:6])([CH3:5])[CH3:4].Cl.Cl[CH2:18][C:19]1[CH:20]=[N:21][CH:22]=[CH:23][CH:24]=1>C1COCC1>[C:3]([O:7][C:8]([N:10]1[CH2:14][CH2:13][C@@H:12]([O:15][CH2:18][C:19]2[CH:20]=[N:21][CH:22]=[CH:23][CH:24]=2)[CH2:11]1)=[O:9])([CH3:6])([CH3:4])[CH3:5] |f:0.1,3.4|. Reported procedure: 55% of NaH in mineral oil (160 mg, 6.68 mmol) is added to a solution of (R)-3-Hydroxy-pyrrolidine-1-carboxylic acid tert-butyl ester (500 mg, 2.67 mmol) in THF (8 mL) at 0° C. After 15 min, 3-chloromethyl-pyridine HCl salt (526 mg, 3.20 mmol) is added, and the reaction mixture is stirred at 40° C. After completion, the reaction mixture is quenched by H2O, EtOAc is added and the organic layer is washed with brine, dried over MgSO4 and evaporated in vacuo. Silica gel flash chromatography of the re... Reactants: OC(C(=O)OCC)(C)C (Ethyl 2-hydroxyisobutyrate), C(C)N(CC)S(F)(F)F (Diethylaminosulphur trifluoride). Run in C(Cl)Cl (methylene chloride), C(Cl)Cl (methylene chloride), C(Cl)Cl (methylene chloride), C(Cl)Cl (methylene chloride). Conditions: temperature -70 celsius, time 1 hour. Product: FC(C(=O)OCC)(C)C (ethyl 2-fluoro-isobutyrate). The yield is 101.4%. Reaction SMILES: O[C:2]([CH3:9])([CH3:8])[C:3]([O:5][CH2:6][CH3:7])=[O:4].C(N(S(F)(F)[F:16])CC)C>C(Cl)Cl>[F:16][C:2]([CH3:9])([CH3:8])[C:3]([O:5][CH2:6][CH3:7])=[O:4]. Procedure: Ethyl 2-hydroxyisobutyrate (12.43 g) was stirred in dry methylene chloride (65 ml) at -70° C. under nitrogen. Diethylaminosulphur trifluoride (30.32 g) in dry methylene chloride (5 ml) was added slowly, maintaining the temperature at -70° C. After completion of the addition, the mixture was stirred at -70° C. for 1 hour and was then allowed to warm to room temperature, stood for 3 hours and then overnight. The reaction was then carefully added to ice with vigorous stirring, and the resultant met...